Dataset: the Open Reaction Database (ORD), a public repository of structured organic reaction records. Task: describe an organic reaction: reactants, conditions, products, and yield The reactants are OC1=CC=C(C=C1)C1(CCCCC1)C1=CC=C(C=C1)O (1,1-bis(4-hydroxyphenyl)-cyclohexane), [N-]=C=O (isocyanate), CC=1C=C(C=C(C1O)C)C(C)(C)C1=CC(=C(C(=C1)C)O)C (2,2-bis(3,5-dimethyl-4-hydroxyphenyl)propane). The product is OC1=CC=C(C=C1)C(C)(C)C1=CC=C(C=C1)O (2,2-bis(4-hydroxyphenyl)propane). As a reaction SMILES: [OH:1][C:2]1[CH:7]=[CH:6][C:5]([C:8]2([C:14]3[CH:19]=[CH:18][C:17]([OH:20])=[CH:16][CH:15]=3)[CH2:13]CCC[CH2:9]2)=[CH:4][CH:3]=1.[N-]=C=O.CC1C=C(C(C2C=C(C)C(O)=C(C)C=2)(C)C)C=C(C)C=1O>>[OH:1][C:2]1[CH:3]=[CH:4][C:5]([C:8]([C:14]2[CH:15]=[CH:16][C:17]([OH:20])=[CH:18][CH:19]=2)([CH3:13])[CH3:9])=[CH:6][CH:7]=1. Reported procedure: 1,1-bis(4-hydroxyphenyl)-cyclohexane, at a molar ratio of (1):(2) of from 100 mol %:0 mol % to 10 mol %:90 mol %,